Dataset: the Open Reaction Database (ORD), a public repository of structured organic reaction records. Task: describe an organic reaction: reactants, conditions, products, and yield Reactants: CC(C)c1ccccc1OS(=O)(=O)C(C(=O)O)C(C)C, O=C(Cl)C(=O)Cl. Product: CC(C)c1ccccc1OS(=O)(=O)C(C(=O)Cl)C(C)C. RXN SMILES: [CH:1]([CH3:2])([CH3:3])[CH:4]([C:5](=[O:6])[OH:7])[S:8](=[O:9])(=[O:10])[O:11][c:12]1[cH:13][cH:14][cH:15][cH:16][c:17]1[CH:18]([CH3:19])[CH3:20].[Cl:21][C:22]([C:23]([Cl:24])=[O:25])=[O:26]>>[CH:1]([CH3:2])([CH3:3])[CH:4]([C:5](=[O:6])[Cl:21])[S:8](=[O:9])(=[O:10])[O:11][c:12]1[cH:13][cH:14][cH:15][cH:16][c:17]1[CH:18]([CH3:19])[CH3:20]. Reactants: Cl.NC=1NCC(CN1)(C)C (2-amino-5,5-dimethyl-1,4,5,6-tetrahydropyrimidine hydrochloride), N (Ammonia). Reaction conditions: time 8 hour. The product is Cl.N(N)C=1NCC(CN1)(C)C (2-Hydrazino-5,5-Dimethyl-1,4,5,6-Tetrahydropyrimidine Hydrochloride). As a reaction SMILES: [ClH:1].[NH2:2][C:3]1[NH:4][CH2:5][C:6]([CH3:10])([CH3:9])[CH2:7][N:8]=1.[NH3:11]>>[ClH:1].[NH:2]([C:3]1[NH:8][CH2:7][C:6]([CH3:10])([CH3:9])[CH2:5][N:4]=1)[NH2:11] |f:0.1,3.4|. Procedure: The product (2.60 parts) of Example 1 above, 2-amino-5,5-dimethyl-1,4,5,6-tetrahydropyrimidine hydrochloride, is added to a suitable flask equipped with condenser and magnetic stirring bar, and flushed with argon. There is next added 1.19 parts, 1.5 equivalents, of hydrazine hydrate, and the mixture is stirred until a clear solution is obtained. The flask is then placed in an oil bath preheated to 115° C. Ammonia is evolved almost immediately. The reaction is maintained at 115°-120° C. under a s... RXN SMILES: [CH:12](=[O:13])[OH:14].[NH2:1][c:2]1[cH:3][c:4]([C:8](=[O:9])[O:10][CH3:11])[n:5][cH:6][cH:7]1>>[NH:1]([c:2]1[cH:3][c:4]([C:8](=[O:9])[O:10][CH3:11])[n:5][cH:6][cH:7]1)[CH:12]=[O:13]. Product: COC(=O)c1cc(NC=O)ccn1. Starting materials: O=CO, COC(=O)c1cc(N)ccn1. Reactants: FC=1C=C(C=C(C1)F)NN (3,5-Difluorophenylhydrazine), ClC1=CC=C(C=C1)S(=O)(=O)NC1CCC(CC1)=O (4-chloro-N-(4-oxo-cyclohexyl)benzenesulphonamide). Solvent: C(C)O (ethanol), S(O)(O)(=O)=O (sulphuric acid), O (water). Product: ClC1=CC=C(C=C1)S(=O)(=O)NC1CCC=2NC3=CC(=CC(=C3C2C1)F)F (3-(4-Chlorophenylsulphonamido)-5,7-difluoro-1,2,3,4-tetrahydrocarbazole). As a reaction SMILES: [F:1][C:2]1[CH:3]=[C:4]([NH:9]N)[CH:5]=[C:6]([F:8])[CH:7]=1.[Cl:11][C:12]1[CH:17]=[CH:16][C:15]([S:18]([NH:21][CH:22]2[CH2:27][CH2:26][C:25](=O)[CH2:24][CH2:23]2)(=[O:20])=[O:19])=[CH:14][CH:13]=1>C(O)C.S(=O)(=O)(O)O.O>[Cl:11][C:12]1[CH:17]=[CH:16][C:15]([S:18]([NH:21][CH:22]2[CH2:23][C:24]3[C:3]4[C:4](=[CH:5][C:6]([F:8])=[CH:7][C:2]=4[F:1])[NH:9][C:25]=3[CH2:26][CH2:27]2)(=[O:20])=[O:19])=[CH:14][CH:13]=1. Procedure details: 14.0 g (97 mmol) of the compound of Example I and 27.95 g (97 mmol) of 4-chloro-N-(4-oxo-cyclohexyl)benzenesulphonamide are refluxed for 5 hours in 190 ml of ethanol and 36 ml of concentrated sulphuric acid, then the mixture is cooled and diluted with 300 ml of water. The mixture is extracted 4 times using 250 ml of ethyl acetate each time, and the organic phase is dried using sodium sulphate, filtered with suction over kieselguhr and evaporated. The residue is stirred with methylene chloride an... Reactants: ClC1=CC(=NC=C1)C=1C=C(SC1)C=O (4-(4-chloro-pyridin-2-yl)-thiophene-2-carbaldehyde), C[Mg]Br (methylmagnesium bromide), O (Water). The solvent is C1CCOC1 (THF). Run at time 3 hour. Product: ClC1=CC(=NC=C1)C=1C=C(SC1)C(C)O (1-[4-(4-chloro-pyridin-2-yl)-thiophen-2-yl]-ethanol). As a reaction SMILES: [Cl:1][C:2]1[CH:7]=[CH:6][N:5]=[C:4]([C:8]2[CH:9]=[C:10]([CH:13]=[O:14])[S:11][CH:12]=2)[CH:3]=1.[CH3:15][Mg]Br.O>C1COCC1>[Cl:1][C:2]1[CH:7]=[CH:6][N:5]=[C:4]([C:8]2[CH:9]=[C:10]([CH:13]([OH:14])[CH3:15])[S:11][CH:12]=2)[CH:3]=1. Procedure: To a solution of 4-(4-chloro-pyridin-2-yl)-thiophene-2-carbaldehyde (160 mg, 0.72 mmol) in THF (3 mL) was added methylmagnesium bromide (3 M, 1 mL) at −78° C. and the resulting mixture was stirred at the temperature for 3 hours. Water was added and THF was removed. The water solution was extracted with EtOAc and organic layer was concentrated. The resulting residue was purified by silica gel column to yield 1-[4-(4-chloro-pyridin-2-yl)-thiophen-2-yl]-ethanol Reactants: CC(=O)O[BH-](OC(C)=O)OC(C)=O, CC(=O)O, C=O, CO, ClCCl, CCCS(=O)(=O)Nc1ccc(F)c(C(=O)Nc2cnc3[nH]nc(C4=CCNCC4)c3c2)c1F, [Na+]. The product is CCCS(=O)(=O)Nc1ccc(F)c(C(=O)Nc2cnc3[nH]nc(C4=CCN(C)CC4)c3c2)c1F. Reaction SMILES: [C:41]([O:42][BH-:43]([O:44][C:45](=[O:46])[CH3:47])[O:48][C:49](=[O:50])[CH3:51])(=[O:52])[CH3:53].[C:55]([OH:56])(=[O:57])[CH3:58].[CH2:1]=[O:2].[CH3:39][OH:40].[Cl:36][CH2:37][Cl:38].[F:3][c:4]1[c:5]([C:6](=[O:7])[NH:8][c:9]2[cH:10][c:11]3[c:12]([n:13][cH:14]2)[nH:15][n:16][c:17]3[C:18]2=[CH:23][CH2:22][NH:21][CH2:20][CH2:19]2)[c:24]([F:35])[cH:25][cH:26][c:27]1[NH:28][S:29](=[O:30])(=[O:31])[CH2:32][CH2:33][CH3:34].[Na+:54]>>[F:3][c:4]1[c:5]([C:6](=[O:7])[NH:8][c:9]2[cH:10][c:11]3[c:12]([n:13][cH:14]2)[nH:15][n:16][c:17]3[C:18]2=[CH:23][CH2:22][N:21]([CH3:37])[CH2:20][CH2:19]2)[c:24]([F:35])[cH:25][cH:26][c:27]1[NH:28][S:29](=[O:30])(=[O:31])[CH2:32][CH2:33][CH3:34]. Starting materials: C(C)OC1=NC(=CC(=N1)CCl)O (2-Ethoxy-4-chloromethyl-6-hydroxy-pyrimidine), CN(C(=O)Cl)C (N,N-dimethylcarbamoyl chloride). Yields the product CN(C(OC1=CC(=NC(=N1)OCC)CCl)=O)C (2-ethoxy-4-chloromethyl-6-pyrimidinyl N,N-dimethylcarbamate). RXN SMILES: [CH2:1]([O:3][C:4]1[N:9]=[C:8]([CH2:10][Cl:11])[CH:7]=[C:6]([OH:12])[N:5]=1)[CH3:2].[CH3:13][N:14]([CH3:18])[C:15](Cl)=[O:16]>>[CH3:13][N:14]([CH3:18])[C:15](=[O:16])[O:12][C:6]1[N:5]=[C:4]([O:3][CH2:1][CH3:2])[N:9]=[C:8]([CH2:10][Cl:11])[CH:7]=1. Procedure: 2-Ethoxy-4-chloromethyl-6-hydroxy-pyrimidine is reacted with N,N-dimethylcarbamoyl chloride analogously to the process described in Example 87 in order to produce 2-ethoxy-4-chloromethyl-6-pyrimidinyl N,N-dimethylcarbamate which is required as the starting material in Example 33. This product is obtained in the form of a yellow oil, 1H-NMR (CDCl3): 1.43 (t, OCH2CH3), 3.08 and 3.14 (2×s, CON(CH3)2), 4.40 (q, OCH2CH3), 4.50 (s, CH2Cl), 7.00 (s, CH).